Dataset: the Open Reaction Database (ORD), a public repository of structured organic reaction records. Task: describe an organic reaction: reactants, conditions, products, and yield As a reaction SMILES: [CH3:21][C:22]1([CH3:23])[C:24]([CH3:25])([CH3:26])[O:27][B:28]([C:29]2=[CH:41][CH2:40][N:32]([C:33]([O:34][C:35]([CH3:36])([CH3:37])[CH3:38])=[O:39])[CH2:31][CH2:30]2)[O:42]1.[CH3:78][C:79](=[O:80])[O-:81].[I:1][c:2]1[c:3]2[n:4][cH:5][n:6][c:7]([NH2:8])[c:9]2[n:10](-[c:11]2[cH:12][cH:13][c:14]([N+:15]([O-:16])=[O:17])[cH:18][cH:19]2)[n:20]1.[NH2:43][c:44]1[c:45]2[c:46]([n:47][cH:48][n:49]1)[c:50]([C:64]1=[CH:69][CH2:68][N:67]([C:70](=[O:71])[O:72][C:73]([CH3:74])([CH3:75])[CH3:76])[CH2:66][CH2:65]1)[n:51][n:52]2-[c:53]1[cH:54][c:55]([O:62][CH3:63])[c:56]([N+:59](=[O:60])[O-:61])[cH:57][cH:58]1.[NH4+:77]>>[NH2:43][c:44]1[c:45]2[c:46]([n:47][cH:48][n:49]1)[c:50]([C:64]1=[CH:69][CH2:68][N:67]([C:70](=[O:71])[O:72][C:73]([CH3:74])([CH3:75])[CH3:76])[CH2:66][CH2:65]1)[n:51][n:52]2-[c:53]1[cH:54][cH:55][c:56]([N+:59](=[O:60])[O-:61])[cH:57][cH:58]1. The reactants are CC(C)(C)OC(=O)N1CC=C(B2OC(C)(C)C(C)(C)O2)CC1, CC(=O)[O-], Nc1ncnc2c(I)nn(-c3ccc([N+](=O)[O-])cc3)c12, COc1cc(-n2nc(C3=CCN(C(=O)OC(C)(C)C)CC3)c3ncnc(N)c32)ccc1[N+](=O)[O-], [NH4+]. Yields the product CC(C)(C)OC(=O)N1CC=C(c2nn(-c3ccc([N+](=O)[O-])cc3)c3c(N)ncnc23)CC1. Reactants: Fc1cccnc1OCc1ccc(Br)cc1, [Li]CCCC, CN(C)C=O, C1CCOC1, O. Product: O=Cc1ccc(COc2ncccc2F)cc1. RXN SMILES: [Br:6][c:7]1[cH:8][cH:9][c:10]([CH2:11][O:12][c:13]2[n:14][cH:15][cH:16][cH:17][c:18]2[F:19])[cH:20][cH:21]1.[CH2:22]([Li:23])[CH2:24][CH2:25][CH3:26].[CH3:27][N:28]([CH3:29])[CH:30]=[O:31].[O:1]1[CH2:2][CH2:5][CH2:4][CH2:3]1.[OH2:32]>>[O:1]=[CH:2][c:7]1[cH:8][cH:9][c:10]([CH2:11][O:12][c:13]2[n:14][cH:15][cH:16][cH:17][c:18]2[F:19])[cH:20][cH:21]1. Reactants: B, C1CCOC1, C1CCOC1, N#Cc1cccc(F)c1Cl, Cl. Yields the product NCc1cccc(F)c1Cl. Reaction SMILES: [BH3:1].[CH2:18]1[O:19][CH2:20][CH2:21][CH2:22]1.[CH2:2]1[O:3][CH2:4][CH2:5][CH2:6]1.[Cl:7][c:8]1[c:9]([C:10]#[N:11])[cH:12][cH:13][cH:14][c:15]1[F:16].[ClH:17]>>[Cl:7][c:8]1[c:9]([CH2:10][NH2:11])[cH:12][cH:13][cH:14][c:15]1[F:16]. The reactants are FC1=C(CNC2=CC(=NC=C2C(=O)N)NC2=CC=C(C=C2)C2CCNCC2)C=CC=C1F (4-(2,3-difluorobenzylamino)-6-(4-(piperidin-4-yl)phenylamino)nicotinamide), N1=CC(=CC=C1)B(O)O (3-pyridineboronic acid). The reagents and catalysts are CC(=O)[O-].CC(=O)[O-].[Cu+2] (Cu(OAc)2). The solvent is C(Cl)Cl (DCM), N1=CC=CC=C1 (pyridine), CO (methanol). Conditions: time 2 day. Product: FC1=C(CNC2=CC(=NC=C2C(=O)N)NC2=CC=C(C=C2)C2CCN(CC2)C=2C=NC=CC2)C=CC=C1F (4-(2,3-difluorobenzylamino)-6-(4-(1-(pyridin-3-yl)piperidin-4-yl)phenylamino)nicotinamide). Reaction SMILES: [F:1][C:2]1[C:31]([F:32])=[CH:30][CH:29]=[CH:28][C:3]=1[CH2:4][NH:5][C:6]1[C:11]([C:12]([NH2:14])=[O:13])=[CH:10][N:9]=[C:8]([NH:15][C:16]2[CH:21]=[CH:20][C:19]([CH:22]3[CH2:27][CH2:26][NH:25][CH2:24][CH2:23]3)=[CH:18][CH:17]=2)[CH:7]=1.[N:33]1[CH:38]=[CH:37][CH:36]=[C:35](B(O)O)[CH:34]=1>C(Cl)Cl.N1C=CC=CC=1.CO.CC([O-])=O.CC([O-])=O.[Cu+2]>[F:1][C:2]1[C:31]([F:32])=[CH:30][CH:29]=[CH:28][C:3]=1[CH2:4][NH:5][C:6]1[C:11]([C:12]([NH2:14])=[O:13])=[CH:10][N:9]=[C:8]([NH:15][C:16]2[CH:17]=[CH:18][C:19]([CH:22]3[CH2:23][CH2:24][N:25]([C:35]4[CH:34]=[N:33][CH:38]=[CH:37][CH:36]=4)[CH2:26][CH2:27]3)=[CH:20][CH:21]=2)[CH:7]=1 |f:5.6.7|. Procedure: The mixture of 4-(2,3-difluorobenzylamino)-6-(4-(piperidin-4-yl)phenylamino)nicotinamide (Example 209) (100 mg, 0.21 mmol), 3-pyridineboronic acid (265 mg, 2.10 mmol), Cu(OAc)2 powder (190 mg, 1.05 mmol) in 5 mL DCM and 1 mL pyridine was stirred at RT for 2 days. It was diluted with methanol and filtered through celite. The filtrate was treated with TFA and concentrated in vacuo. The residue was subjected to reverse phase HPLC to isolate the title compound. MS found for C29H28F2N6O as (M+H)+ 515... The reactants are CO, Cl, CC(C)(C)OC(=O)NNC(=O)c1ccns1. Product: NNC(=O)c1ccns1. Reaction SMILES: [CH3:18][OH:19].[ClH:17].[s:1]1[n:2][cH:3][cH:4][c:5]1[C:6](=[O:7])[NH:8][NH:9][C:10]([O:11][C:12]([CH3:13])([CH3:14])[CH3:15])=[O:16]>>[s:1]1[n:2][cH:3][cH:4][c:5]1[C:6](=[O:7])[NH:8][NH2:9]. The reactants are IC1=NN(C2=CC=C(C=C12)[N+](=O)[O-])COCC[Si](C)(C)C (3-iodo-5-nitro-1-(2-trimethylsilanylethoxymethyl)-1H-indazole), S1C(=CC=C1)C(=O)[O-].[Na+] (sodium thiophenate), CC1=CC=C(C=C1)P(C2=CC=C(C=C2)C)C3=C(C4=CC=CC=C4C=C3)C5=C(C=CC6=CC=CC=C65)P(C7=CC=C(C=C7)C)C8=CC=C(C=C8)C ((R)-(+)-2,2′-bis(di-p-tolylphosphino)-1,1′-binaphthyl), CC(C)([O-])C.[Na+] (sodium tert-butoxide). Reagents/catalysts: C(C)(=O)[O-].[Pd+2].C(C)(=O)[O-] (palladium acetate). Run in C1(=CC=CC=C1)C (toluene), C(C)(=O)OCC (ethyl acetate), O (water). Run at temperature 80 celsius. The product is [N+](=O)([O-])C=1C=C2C(=NN(C2=CC1)COCC[Si](C)(C)C)SC1=CC=CC=C1 (5-nitro-3-phenylsulfanyl-1-(2-trimethylsilanylethoxymethyl)-1H-indazole). The yield is 507.1%. Reaction SMILES: I[C:2]1[C:10]2[C:5](=[CH:6][CH:7]=[C:8]([N+:11]([O-:13])=[O:12])[CH:9]=2)[N:4]([CH2:14][O:15][CH2:16][CH2:17][Si:18]([CH3:21])([CH3:20])[CH3:19])[N:3]=1.[S:22]1[CH:26]=[CH:25][CH:24]=[C:23]1[C:27]([O-])=O.[Na+].[CH3:31]C1C=CC(P(C2C=CC3C(=CC=CC=3)C=2C2C3C(=CC=CC=3)C=CC=2P(C2C=CC(C)=CC=2)C2C=CC(C)=CC=2)C2C=CC(C)=CC=2)=CC=1.CC(C)([O-])C.[Na+]>C1(C)C=CC=CC=1.C([O-])(=O)C.[Pd+2].C([O-])(=O)C.O.C(OCC)(=O)C>[N+:11]([C:8]1[CH:9]=[C:10]2[C:5](=[CH:6][CH:7]=1)[N:4]([CH2:14][O:15][CH2:16][CH2:17][Si:18]([CH3:21])([CH3:20])[CH3:19])[N:3]=[C:2]2[S:27][C:23]1[CH:31]=[CH:22][CH:26]=[CH:25][CH:24]=1)([O-:13])=[O:12] |f:1.2,4.5,7.8.9|. Procedure details: 5-Nitro-3-phenylsulfanyl-1-(2-trimethylsilanylethoxymethyl)-1H-indazole can be obtained in the following way: 2 g of 3-iodo-5-nitro-1-(2-trimethylsilanylethoxymethyl)-1H-indazole and then 0.88 g of sodium thiophenate are added to a solution, under argon, of 0.11 g of palladium acetate, of 0.36 g of (R)-(+)-2,2′-bis(di-p-tolylphosphino)-1,1′-binaphthyl and of 0.64 g of sodium tert-butoxide in 40 ml of toluene. The reaction mixture is heated at a temperature in the region of 80° C. for 21 hours, a...